From a dataset of the Open Reaction Database (ORD), a public repository of structured organic reaction records. describe an organic reaction: reactants, conditions, products, and yield Reactants: ice, ice, [OH-].[Na+] (sodium hydroxide), C1(O)=CC=C(O)C=C1 (hydroquinone), C(Cl)C1CO1 (epichlorohydrin). Run in O (water), O (water). Reaction conditions: time 3 day. The product is O1C(COC2=CC=C(C=C2)O)C1 (4-(2,3-epoxy-1-propoxy)-phenol). RXN SMILES: [C:1]1([CH:8]=[CH:7][C:5]([OH:6])=[CH:4][CH:3]=1)[OH:2].[CH2:9]([CH:11]1[O:13][CH2:12]1)Cl.[OH-].[Na+]>O>[O:13]1[CH2:12][CH:11]1[CH2:9][O:2][C:1]1[CH:8]=[CH:7][C:5]([OH:6])=[CH:4][CH:3]=1 |f:2.3|. Reported procedure: To an ice-cooled solution of 55 g. (0.5 mole) of hydroquinone and 46 g. (0.5 mole) of epichlorohydrin in 900 ml. of water was added an ice-cooled solution of 20 g. (0.5 mole) of sodium hydroxide in 900 ml. of water. The mixture was allowed to stand at 0° C. for 3 days. After washing with ether, the solution was added to 72 g. of sodium hydroxide in 4 l. of water and stored at 10° C. for 3 hours. The solution was saturated with ammonium carbonate and extracted with chloroform. After drying (Na2SO... The reactants are O=C(Cl)C1CN2CCC1CC2, NC1CCN(CCc2ccc(F)cc2)C1. Product: O=C(NC1CCN(CCc2ccc(F)cc2)C1)C1CN2CCC1CC2. Reaction SMILES: [N:1]12[CH2:2][CH:3]([C:9](=[O:10])[Cl:11])[CH:4]([CH2:5][CH2:6]1)[CH2:7][CH2:8]2.[NH2:12][CH:13]1[CH2:14][N:15]([CH2:18][CH2:19][c:20]2[cH:21][cH:22][c:23]([F:26])[cH:24][cH:25]2)[CH2:16][CH2:17]1>>[N:1]12[CH2:2][CH:3]([C:9](=[O:10])[NH:12][CH:13]3[CH2:14][N:15]([CH2:18][CH2:19][c:20]4[cH:21][cH:22][c:23]([F:26])[cH:24][cH:25]4)[CH2:16][CH2:17]3)[CH:4]([CH2:5][CH2:6]1)[CH2:7][CH2:8]2. Reactants: Cl.C(C1=CC=CC=C1)[C@H]1[C@H](CCC2=CC(=CC=C12)OC)N (cis-1-benzyl-6-methoxy-1,2,3,4-tetrahydro-naphthalen-2-ylamine hydrochloride), C(C)(C)N(CC)C(C)C (diisopropylethylamine), N(=C=S)CC1=CC(=C(C=C1)OCOC)OC (4-isothiocyanatomethyl-2-methoxy-1-methoxymethoxy-benzene). Solvent: C(C)#N (acetonitrile). The product is C(C1=CC=CC=C1)C1C(CCC2=CC(=CC=C12)OC)NC(=S)NCC1=CC(=C(C=C1)OCOC)OC (1-(1-benzyl-6-methoxy-1,2,3,4-tetrahydro-naphthalen-2-yl)-3-(3-methoxy-4-methoxymethoxy-benzyl)-thiourea). Reaction SMILES: Cl.[CH2:2]([C@@H:9]1[C:18]2[C:13](=[CH:14][C:15]([O:19][CH3:20])=[CH:16][CH:17]=2)[CH2:12][CH2:11][C@@H:10]1[NH2:21])[C:3]1[CH:8]=[CH:7][CH:6]=[CH:5][CH:4]=1.C(N(C(C)C)CC)(C)C.[N:31]([CH2:34][C:35]1[CH:40]=[CH:39][C:38]([O:41][CH2:42][O:43][CH3:44])=[C:37]([O:45][CH3:46])[CH:36]=1)=[C:32]=[S:33]>C(#N)C>[CH2:2]([CH:9]1[C:18]2[C:13](=[CH:14][C:15]([O:19][CH3:20])=[CH:16][CH:17]=2)[CH2:12][CH2:11][CH:10]1[NH:21][C:32]([NH:31][CH2:34][C:35]1[CH:40]=[CH:39][C:38]([O:41][CH2:42][O:43][CH3:44])=[C:37]([O:45][CH3:46])[CH:36]=1)=[S:33])[C:3]1[CH:4]=[CH:5][CH:6]=[CH:7][CH:8]=1 |f:0.1|. Procedure details: A solution of cis-1-benzyl-6-methoxy-1,2,3,4-tetrahydro-naphthalen-2-ylamine hydrochloride (0.306 g, 1.01 mmol), diisopropylethylamine (0.264 mL, 1.51 mmol) and 4-isothiocyanatomethyl-2-methoxy-1-methoxymethoxy-benzene (0.253 g, 1.06 mmol) in acetonitrile (10 mL) was stirred at ambient temperature overnight. The solvent was evaporated in vacuo, and the residue was purified by reverse phase preparative HPLC, on a C18 column eluted with a gradient of 40 to 90% acetonitrile in water with 0.1% TFA, ... The reactants are O (water), ClC=1C=C(C=CC1Cl)O (3,4-dichlorophenol), CS(=O)(=O)C1=NC=C(C=C1)S(=O)(=O)C (2,5-bis(methylsulfonyl)pyridine), CC(C)(C)[O-].[K+] (t-BuOK). Solvent: C1CCOC1 (THF). Reaction conditions: temperature 50 celsius. Product: ClC=1C=C(OC2=NC=C(C=C2)S(=O)(=O)C)C=CC1Cl (2-(3,4-dichlorophenoxy)-5-(methylsulfonyl)pyridine). Yield: 87.8%. RXN SMILES: [Cl:1][C:2]1[CH:3]=[C:4]([OH:9])[CH:5]=[CH:6][C:7]=1[Cl:8].CC([O-])(C)C.[K+].CS([C:20]1[CH:25]=[CH:24][C:23]([S:26]([CH3:29])(=[O:28])=[O:27])=[CH:22][N:21]=1)(=O)=O.O>C1COCC1>[Cl:1][C:2]1[CH:3]=[C:4]([CH:5]=[CH:6][C:7]=1[Cl:8])[O:9][C:20]1[CH:25]=[CH:24][C:23]([S:26]([CH3:29])(=[O:28])=[O:27])=[CH:22][N:21]=1 |f:1.2|. Reported procedure: To 3,4-dichlorophenol (13.8 g) dissolved in a 60 ml THF/60 ml DMSO mixture was added 9.5 g of t-BuOK. The temperature rose to about 40° C. and then 19.8 g of 2,5-bis(methylsulfonyl)pyridine was added. The reaction mixture was warmed to 50° C. and the temperature maintained at 50° C. for 1 hour. The reaction mixture was cooled, poured into approximately 3 volumes of water and the solid collected. The solid was dried on a porous plate and then recrystallized from CH2Cl2 /ethanol to give 23.5 g of ... Starting materials: CCOC(=O)CC1(C)C=Cc2c(C)cc(C)c(C)c2O1, CO, [H][H]. Product: CCOC(=O)CC1(C)CCc2c(C)cc(C)c(C)c2O1. RXN SMILES: [CH3:1][C:2]1([CH2:15][C:16](=[O:17])[O:18][CH2:19][CH3:20])[O:3][c:4]2[c:5]([CH3:14])[c:6]([CH3:13])[cH:7][c:8]([CH3:12])[c:9]2[CH:10]=[CH:11]1.[CH3:23][OH:24].[H:21][H:22]>>[CH3:1][C:2]1([CH2:15][C:16](=[O:17])[O:18][CH2:19][CH3:20])[O:3][c:4]2[c:5]([CH3:14])[c:6]([CH3:13])[cH:7][c:8]([CH3:12])[c:9]2[CH2:10][CH2:11]1. Starting materials: Br, COc1ccc2cc(CN3CCCC3)ccc2c1, O. Product: Br, Oc1ccc2cc(CN3CCCC3)ccc2c1. As a reaction SMILES: [BrH:19].[CH3:1][O:2][c:3]1[cH:4][c:5]2[cH:6][cH:7][c:8]([CH2:13][N:14]3[CH2:15][CH2:16][CH2:17][CH2:18]3)[cH:9][c:10]2[cH:11][cH:12]1.[OH2:20]>>[BrH:19].[OH:2][c:3]1[cH:4][c:5]2[cH:6][cH:7][c:8]([CH2:13][N:14]3[CH2:15][CH2:16][CH2:17][CH2:18]3)[cH:9][c:10]2[cH:11][cH:12]1. Reactants: CC=1C=C(C=NC1N1N=CC(=C1)C(F)(F)F)N=CC1=NC=C(C(=O)OC)C=C1 (methyl 6-((5-methyl-6-(4-(trifluoromethyl)-1H-pyrazol-1-yl)pyridin-3-ylimino)methyl)nicotinate), C(C(C)C)[Mg]Br (isobutylmagnesium bromide), [Cl-].[NH4+] (ammonium chloride). Run in O1CCCC1 (tetrahydrofuran). Conditions: time 3 hour. Yields the product CC(CC(NC=1C=NC(=C(C1)C)N1N=CC(=C1)C(F)(F)F)C1=NC=C(C(=O)OC)C=C1)C (methyl 6-(3-methyl-1-(5-methyl-6-(4-(trifluoromethyl)-1H-pyrazol-1-yl)pyridin-3-ylamino)butyl)nicotinate). Isolated yield 36.8%. RXN SMILES: [CH3:1][C:2]1[CH:3]=[C:4]([N:17]=[CH:18][C:19]2[CH:28]=[CH:27][C:22]([C:23]([O:25][CH3:26])=[O:24])=[CH:21][N:20]=2)[CH:5]=[N:6][C:7]=1[N:8]1[CH:12]=[C:11]([C:13]([F:16])([F:15])[F:14])[CH:10]=[N:9]1.[CH2:29]([Mg]Br)[CH:30]([CH3:32])[CH3:31].[Cl-].[NH4+]>O1CCCC1>[CH3:29][CH:30]([CH3:32])[CH2:31][CH:18]([C:19]1[CH:28]=[CH:27][C:22]([C:23]([O:25][CH3:26])=[O:24])=[CH:21][N:20]=1)[NH:17][C:4]1[CH:5]=[N:6][C:7]([N:8]2[CH:12]=[C:11]([C:13]([F:16])([F:15])[F:14])[CH:10]=[N:9]2)=[C:2]([CH3:1])[CH:3]=1 |f:2.3|. Procedure: To a 0° C. solution of methyl 6-((5-methyl-6-(4-(trifluoromethyl)-1H-pyrazol-1-yl)pyridin-3-ylimino)methyl)nicotinate (592 mg, 1.52 mmol) in anhydrous tetrahydrofuran (8 mL) was added isobutylmagnesium bromide (1.0 mL, 2.0M in THF, 2.0 mmol). The reaction mixture was allowed to warm to room temperature and stir for 3 hours. Saturated aqueous ammonium chloride (10 mL) was added and the mixture extracted with ethyl acetate. The organic layer was washed with brine, dried over sodium sulfate, filter...